From a dataset of the Open Reaction Database (ORD), a public repository of structured organic reaction records. describe an organic reaction: reactants, conditions, products, and yield The reactants are O=C(Cl)CC(=O)CCl, O=S(=O)([O-])C(F)(F)F, O=S(=O)([O-])C(F)(F)F, O=S(=O)([O-])C(F)(F)F, O, [Sc+3], Cc1cc(C)cc(C)c1. Product: Cc1cc(C)c(C(=O)CC(=O)CCl)c(C)c1. RXN SMILES: [Cl:1][CH2:2][C:3]([CH2:4][C:5](=[O:6])[Cl:7])=[O:8].[F:18][C:19]([F:20])([F:21])[S:22]([O-:23])(=[O:24])=[O:25].[F:27][C:28]([F:29])([F:30])[S:31]([O-:32])(=[O:33])=[O:34].[F:35][C:36]([F:37])([F:38])[S:39]([O-:40])(=[O:41])=[O:42].[OH2:43].[Sc+3:26].[c:9]1([CH3:17])[cH:10][c:11]([CH3:16])[cH:12][c:13]([CH3:15])[cH:14]1>>[Cl:1][CH2:2][C:3]([CH2:4][C:5](=[O:6])[c:10]1[c:9]([CH3:17])[cH:14][c:13]([CH3:15])[cH:12][c:11]1[CH3:16])=[O:8]. Reactants: C(C1=CC=CC=C1)OC1=CC(=C(C=C1)[N+](=O)[O-])F (4-(benzyloxy)-2-fluoro-1-nitrobenzene), C([O-])([O-])=O.[K+].[K+] (potassium carbonate), CN(C)C=O (DMF), SCCC(=O)OCC(CCCC)CC (2-ethylhexyl 3-sulfanylpropanoate). The solvent is C(C)(=O)OCC (ethyl acetate). Run at time 8 hour. The product is C(C1=CC=CC=C1)OC=1C=CC(=C(C1)SCCC(=O)OCC(CCCC)CC)[N+](=O)[O-] (2-ethylhexyl 3-{[5-(benzyloxy)-2-nitrophenyl]sulfanyl}propanoate). RXN SMILES: [CH2:1]([O:8][C:9]1[CH:14]=[CH:13][C:12]([N+:15]([O-:17])=[O:16])=[C:11](F)[CH:10]=1)[C:2]1[CH:7]=[CH:6][CH:5]=[CH:4][CH:3]=1.C(=O)([O-])[O-].[K+].[K+].CN(C=O)C.[SH:30][CH2:31][CH2:32][C:33]([O:35][CH2:36][CH:37]([CH2:42][CH3:43])[CH2:38][CH2:39][CH2:40][CH3:41])=[O:34]>C(OCC)(=O)C>[CH2:1]([O:8][C:9]1[CH:14]=[CH:13][C:12]([N+:15]([O-:17])=[O:16])=[C:11]([S:30][CH2:31][CH2:32][C:33]([O:35][CH2:36][CH:37]([CH2:42][CH3:43])[CH2:38][CH2:39][CH2:40][CH3:41])=[O:34])[CH:10]=1)[C:2]1[CH:7]=[CH:6][CH:5]=[CH:4][CH:3]=1 |f:1.2.3|. Procedure details: To a mixture of 4-(benzyloxy)-2-fluoro-1-nitrobenzene (2.00 g), potassium carbonate (1.23 g) and DMF (11 mL) was added dropwise 2-ethylhexyl 3-sulfanylpropanoate (2.02 mL), and the mixture was stirred at room temperature overnight. The reaction mixture was diluted with ethyl acetate, and washed with saturated brine. The obtained organic layer was dried over anhydrous magnesium sulfate, and the solvent was evaporated under reduced pressure. The residue was purified by silica gel column chromatogr... The product is C(#N)CC1=CSC2=C1C=CC=C2 (3-cyanomethylbenzothiophene). Procedure details: The synthesis of ibogaine analogs 7a-c is outlined in FIG. 2, wherein the benzo[b]thiophene is chloromethylated to yield 1, then reacted with cyanide ion to yield 3-cyanomethylbenzothiophene (2), which is reduced with LiAlH4 /AlCl3 to yield the corresponding primary amine 3. The latter was acetylated with acetic anhydride and the resulting amide was reduced with borane-tetrahydrofuran to yield 5. Refluxing of the 5 with a preselected styrene oxide in EtOH and subsequent cyclization of the corres... Starting materials: [C-]#N (cyanide), CC[C@H]1C[C@H]2C[C@@H]3[C@H]1N(C2)CCC4=C3NC5=C4C=C(C=C5)OC (ibogaine), 7a-c, S1C2=C(C=C1)C=CC=C2 (benzo[b]thiophene). Reaction SMILES: CC[C@@H]1[C@@H]2[N:9]3[CH2:11][CH2:12][C:13]4[C:17]5[CH:18]=[C:19](OC)[CH:20]=[CH:21][C:16]=5N[C:14]=4[C@@H]2C[C@@H](C3)C1.[S:24]1C=CC2C=CC=CC1=2.[C-]#N>>[C:11]([CH2:12][C:13]1[C:17]2[CH:18]=[CH:19][CH:20]=[CH:21][C:16]=2[S:24][CH:14]=1)#[N:9]. The reactants are CC=1C=C(C=CC1CCCCN1N=NC=C1)O (3-methyl-4-(4-[1,2,3]triazol-1-yl-butyl)phenol), [H-].[Na+] (sodium hydride), O (water), ClCC=1C=NC=C(C1)C1=CC=C(C=C1)C(F)(F)F (3-Chloromethyl-5-(4-trifluoromethyl-phenyl)-pyridine). Run in CN(C=O)C (N,N-dimethylformamide). Reaction conditions: temperature 0 celsius, time 30 minute. Product: CC=1C=C(OCC=2C=NC=C(C2)C2=CC=C(C=C2)C(F)(F)F)C=CC1CCCCN1N=NC=C1 (3-[3-Methyl-4-(4-[1,2,3]triazol-1-yl-butyl)-phenoxymethyl]-5-(4-trifluoromethyl-phenyl)-pyridine). Isolated yield 41.6%. Reaction SMILES: [CH3:1][C:2]1[CH:3]=[C:4]([OH:17])[CH:5]=[CH:6][C:7]=1[CH2:8][CH2:9][CH2:10][CH2:11][N:12]1[CH:16]=[CH:15][N:14]=[N:13]1.[H-].[Na+].Cl[CH2:21][C:22]1[CH:23]=[N:24][CH:25]=[C:26]([C:28]2[CH:33]=[CH:32][C:31]([C:34]([F:37])([F:36])[F:35])=[CH:30][CH:29]=2)[CH:27]=1.O>CN(C)C=O>[CH3:1][C:2]1[CH:3]=[C:4]([CH:5]=[CH:6][C:7]=1[CH2:8][CH2:9][CH2:10][CH2:11][N:12]1[CH:16]=[CH:15][N:14]=[N:13]1)[O:17][CH2:21][C:22]1[CH:23]=[N:24][CH:25]=[C:26]([C:28]2[CH:29]=[CH:30][C:31]([C:34]([F:37])([F:35])[F:36])=[CH:32][CH:33]=2)[CH:27]=1 |f:1.2|. Procedure: A solution of 39 mg (0.17 mmol) 3-methyl-4-(4-[1,2,3]triazol-1-yl-butyl)phenol in 2.0 ml N,N-dimethylformamide was treated at 0° C. with 7 mg (0.17 mmol) of 60% sodium hydride and stirred at 0° C. for 30 min. Then 50 mg (0.17 mmol) 3-Chloromethyl-5-(4-trifluoromethyl-phenyl)-pyridine were added and stirred continued at r. t. over night. After addition of 4 ml water, the precipitate was isolated, washed thoroughly with water, n-heptane and diisopropylether. The residue was dried at 40° C. to give... Reactants: CCOc1cc(C=O)ccc1OC, CC(=O)[O-], CCO, [NH4+], O=C(O)CC(=O)O. Product: CCOc1cc(C(N)CC(=O)O)ccc1OC. Reaction SMILES: [CH2:1]([CH3:2])[O:3][c:4]1[cH:5][c:6]([CH:7]=[O:8])[cH:9][cH:10][c:11]1[O:12][CH3:13].[CH3:15][C:16]([O-:17])=[O:18].[CH3:26][CH2:27][OH:28].[NH4+:14].[OH:19][C:20]([CH2:21][C:22](=[O:23])[OH:24])=[O:25]>>[CH2:1]([CH3:2])[O:3][c:4]1[cH:5][c:6]([CH:7]([NH2:14])[CH2:15][C:16]([OH:17])=[O:18])[cH:9][cH:10][c:11]1[O:12][CH3:13]. Starting materials: ClC=1C=C(C=CC1)C=1C=C(C(=NC1OC)C)CO ((5-(3-Chlorophenyl)-6-methoxy-2-methylpyridin-3-yl)methanol), ClC=1C=C(C=CC1)C=1C(=NC(=C(C=O)C1)C)OC (5-(3-chlorophenyl)-6-methoxy-2-methylnicotinaldehyde), [BH4-].[Na+] (sodium borohydride). Run in CO (methanol). Run at time 20 minute. Yields the product ClCC=1C(=NC(=C(C1)C1=CC(=CC=C1)Cl)OC)C (3-(Chloromethyl)-5-(3-chlorophenyl)-6-methoxy-2-methylpyridine). The yield is 91.0%. As a reaction SMILES: [Cl:1][C:2]1[CH:3]=[C:4]([C:8]2[CH:9]=[C:10]([CH2:17]O)[C:11]([CH3:16])=[N:12][C:13]=2[O:14][CH3:15])[CH:5]=[CH:6][CH:7]=1.[Cl:19]C1C=C(C2C(OC)=NC(C)=C(C=2)C=O)C=CC=1.[BH4-].[Na+]>CO>[Cl:19][CH2:17][C:10]1[C:11]([CH3:16])=[N:12][C:13]([O:14][CH3:15])=[C:8]([C:4]2[CH:5]=[CH:6][CH:7]=[C:2]([Cl:1])[CH:3]=2)[CH:9]=1 |f:2.3|. Procedure details: (5-(3-Chlorophenyl)-6-methoxy-2-methylpyridin-3-yl)methanol. To a solution of 5-(3-chlorophenyl)-6-methoxy-2-methylnicotinaldehyde (350 mg, 1.34 mmol) in methanol (3 mL) was added sodium borohydride (52 mg, 1.3 mmol). The solution was stirred at room temperature for 20 minutes then concentrated under reduced pressure. Purification (FCC, SiO2, 0-50%, EtOAc/hexanes) afforded the title compound (322 mg, 91%). [M+H]=264.06. The reactants are [Br-], C1CCOC1, [Zn+]CC1CCCCC1, COC(=O)c1ccc(Cl)c(C(F)(F)F)c1. RXN SMILES: [Br-:16].[CH2:25]1[O:26][CH2:27][CH2:28][CH2:29]1.[CH:17]1([CH2:23][Zn+:24])[CH2:18][CH2:19][CH2:20][CH2:21][CH2:22]1.[Cl:1][c:2]1[c:3]([C:12]([F:13])([F:14])[F:15])[cH:4][c:5]([C:6](=[O:7])[O:8][CH3:9])[cH:10][cH:11]1>>[c:2]1([CH2:23][CH:17]2[CH2:18][CH2:19][CH2:20][CH2:21][CH2:22]2)[c:3]([C:12]([F:13])([F:14])[F:15])[cH:4][c:5]([C:6](=[O:7])[O:8][CH3:9])[cH:10][cH:11]1. The product is COC(=O)c1ccc(CC2CCCCC2)c(C(F)(F)F)c1. Reactants: C1(=CC=C(C=C1)C1=CC=C2C=CC3=CC(=CC4=CC=C1C2=C34)C(C)(C)C)C3=CC=CC=C3 (1-(4-biphenylyl)-7-t-butylpyrene), BrN1C(CCC1=O)=O (N-bromosuccinimide). Run in O1CCCC1 (tetrahydrofuran). Run at temperature 30 celsius, time 3 hour. Yields the product BrC1=CC(=C2C=CC3=CC(=CC4=CC=C1C2=C34)C(C)(C)C)C3=CC=C(C=C3)C3=CC=CC=C3 (1-bromo-3-(4-biphenylyl)-7-t-butylpyrene). The yield is 85.3%. As a reaction SMILES: [C:1]1([C:27]2[CH:32]=[CH:31][CH:30]=[CH:29][CH:28]=2)[CH:6]=[CH:5][C:4]([C:7]2[C:20]3[C:21]4=[C:22]5[C:17](=[CH:18][CH:19]=3)[CH:16]=[C:15]([C:23]([CH3:26])([CH3:25])[CH3:24])[CH:14]=[C:13]5[CH:12]=[CH:11][C:10]4=[CH:9][CH:8]=2)=[CH:3][CH:2]=1.[Br:33]N1C(=O)CCC1=O>O1CCCC1>[Br:33][C:9]1[C:10]2[C:21]3=[C:22]4[C:13](=[CH:12][CH:11]=2)[CH:14]=[C:15]([C:23]([CH3:26])([CH3:24])[CH3:25])[CH:16]=[C:17]4[CH:18]=[CH:19][C:20]3=[C:7]([C:4]2[CH:3]=[CH:2][C:1]([C:27]3[CH:28]=[CH:29][CH:30]=[CH:31][CH:32]=3)=[CH:6][CH:5]=2)[CH:8]=1. Reported procedure: Then, to a mixed solution of 8.65 g of 1-(4-biphenylyl)-7-t-butylpyrene, and 126 ml of tetrahydrofuran was added 4.1 g of N-bromosuccinimide under a nitrogen stream. This mixed solution was stirred at 30° C. for about 3 hours, and concentrated, 126 ml of methanol was added, and the mixture was stirred for about 1 hour, and filtered. To the resulting solid was added 30 ml of tetrahydrofuran, the mixture was heated and dissolved, 180 ml of methanol was added, and the mixture was stirred for about ...